Task: describe an organic reaction: reactants, conditions, products, and yield. Dataset: the Open Reaction Database (ORD), a public repository of structured organic reaction records Starting materials: C(C)S(=O)(=O)C1=CC=C(C=C1)F (1-(ethylsulfonyl)-4-fluorobenzene), [N+](=O)([O-])[O-].[K+] (potassium nitrate), Ice water. Run in S(O)(O)(=O)=O (sulfuric acid). Run at temperature 90 celsius, time 2 hour. Product: C(C)S(=O)(=O)C1=CC(=C(C=C1)F)[N+](=O)[O-] (4-(Ethylsulfonyl)-1-fluoro-2-nitrobenzene). Isolated yield 66.0%. RXN SMILES: [CH2:1]([S:3]([C:6]1[CH:11]=[CH:10][C:9]([F:12])=[CH:8][CH:7]=1)(=[O:5])=[O:4])[CH3:2].[N+:13]([O-])([O-:15])=[O:14].[K+]>S(=O)(=O)(O)O>[CH2:1]([S:3]([C:6]1[CH:11]=[CH:10][C:9]([F:12])=[C:8]([N+:13]([O-:15])=[O:14])[CH:7]=1)(=[O:4])=[O:5])[CH3:2] |f:1.2|. Procedure details: To a solution of 1-(ethylsulfonyl)-4-fluorobenzene (1.36 mmol, 0.257 g) in sulfuric acid (1.32 ml) was added potassium nitrate (0.243 g) at 80° C. The mixture was stirred at 90° C. for 2 hours. Ice water (5 ml) was added and the mixture was extracted with ethyl acetate (25 ml) and washed with water (20 ml) and brine (10 ml). The organic extracts were combined and dried over sodium sulfate and concentrated. The residue was purified by column chromatography (hexane/ethylacetate 1:3) to give a ligh... The reactants are Br, O=C([O-])O, COc1c(C)c(N2CCN(c3ccc(C)cc3)CC2)c(C)c2c1OC(C)(C)C2, CC(=O)O, [Na+]. Yields the product Cc1ccc(N2CCN(c3c(C)c(O)c4c(c3C)CC(C)(C)O4)CC2)cc1. Reaction SMILES: [BrH:29].[C:30](=[O:31])([O-:32])[OH:33].[CH3:1][O:2][c:3]1[c:4]([CH3:28])[c:5]([N:15]2[CH2:16][CH2:17][N:18]([c:21]3[cH:22][cH:23][c:24]([CH3:27])[cH:25][cH:26]3)[CH2:19][CH2:20]2)[c:6]([CH3:14])[c:7]2[c:11]1[O:10][C:9]([CH3:12])([CH3:13])[CH2:8]2.[CH3:35][C:36](=[O:37])[OH:38].[Na+:34]>>[OH:2][c:3]1[c:4]([CH3:28])[c:5]([N:15]2[CH2:16][CH2:17][N:18]([c:21]3[cH:22][cH:23][c:24]([CH3:27])[cH:25][cH:26]3)[CH2:19][CH2:20]2)[c:6]([CH3:14])[c:7]2[c:11]1[O:10][C:9]([CH3:12])([CH3:13])[CH2:8]2. Reactants: Cl (HCl), FC1=CC=C(C=C1)CCC1=C(C#N)C=CC=C1 (2-[2-(4-fluorophenyl)ethyl]benzonitrile), [OH-].[Na+] (NaOH), O (H2O). Solvent: C(CO)O (ethylene glycol). Yields the product FC1=CC=C(C=C1)CCC1=C(C(=O)O)C=CC=C1 (2-[2-(4-Fluorophenyl)ethyl]benzoic acid). RXN SMILES: [F:1][C:2]1[CH:7]=[CH:6][C:5]([CH2:8][CH2:9][C:10]2[CH:17]=[CH:16][CH:15]=[CH:14][C:11]=2[C:12]#N)=[CH:4][CH:3]=1.[OH-:18].[Na+].[OH2:20].Cl>C(O)CO>[F:1][C:2]1[CH:7]=[CH:6][C:5]([CH2:8][CH2:9][C:10]2[CH:17]=[CH:16][CH:15]=[CH:14][C:11]=2[C:12]([OH:20])=[O:18])=[CH:4][CH:3]=1 |f:1.2|. Procedure: A mixture of 2-[2-(4-fluorophenyl)ethyl]benzonitrile (8.03 g, 35.6 mmol, 1 equiv) and aq. NaOH (10N; 16 mL, 160 mmol, 4.5 equiv) in ethylene glycol (100 mL) was heated to 190 C for 69 h. After allowing the reaction mixture to cool, H2O (300 mL) was added, followed by 12N HCl (16 mL). This mixture was extracted with CHCl3 (1×100 mL) and the organic layer was then washed with H2O (2×50 mL). The organic layer was dried (anh. Na2SO4) and rotary evaporated (90° C.). This provided 7.44 g (85.4%) of a ...